From a dataset of the Open Reaction Database (ORD), a public repository of structured organic reaction records. describe an organic reaction: reactants, conditions, products, and yield Reactants: CC=1SC(=C(N1)N1C(=NC(=C1)C)CCC)NC(C)=O (N-(2-methyl-4-(4-methyl-2-propyl-1H-imidazol-1-yl)thiazol-5-yl)acetamide), O=P12OP3(=O)OP(=O)(O1)OP(=O)(O2)O3 (P2O5). The solvent is P(=O)(Cl)(Cl)Cl (phosphorus oxychloride). Reaction conditions: temperature 130 celsius. Yields the product CC1=NC=2N3C(=NC(=C3C(=NC2S1)C)C)CCC (2,5,6-trimethyl-8-propyl-3-thia-1,4,7,8a-tetraaza-as-indacene). The yield is 7.7%. RXN SMILES: [CH3:1][C:2]1[S:3][C:4]([NH:16][C:17](=O)[CH3:18])=[C:5]([N:7]2[CH:11]=[C:10]([CH3:12])[N:9]=[C:8]2[CH2:13][CH2:14][CH3:15])[N:6]=1.O=P12OP3(OP(OP(O3)(O1)=O)(=O)O2)=O>P(Cl)(Cl)(Cl)=O>[CH3:1][C:2]1[S:3][C:4]2[N:16]=[C:17]([CH3:18])[C:11]3[N:7]([C:8]([CH2:13][CH2:14][CH3:15])=[N:9][C:10]=3[CH3:12])[C:5]=2[N:6]=1. Procedure: N-(2-methyl-4-(4-methyl-2-propyl-1H-imidazol-1-yl)thiazol-5-yl)acetamide (60 mg, 0.2 mmol) was suspended in phosphorus oxychloride (5 mL) and P2O5 (280 mg, 2 mmol) was added quickly. The resulting mixture was heated at 130° C. in a sealed tube overnight. After POCl3 was evaporated, the residue was quenched with ice water very carefully. The mixture was neutralized with saturated Na2CO3 solution and extracted with ethyl acetate (3×30 mL). The organic layer was dried over Na2SO4, concentrated and ... The solvent is C=1(C(=CC=CC1)C)C (xylene). As a reaction SMILES: [F:1][C:2]1[C:7]([F:8])=[CH:6][C:5]([NH2:9])=[C:4]([NH2:10])[CH:3]=1.C([O:15][C:16](=O)[CH2:17][C:18]([C:20]1[CH:25]=[CH:24][CH:23]=[C:22]([C:26]2[CH:31]=[CH:30][N:29]=[C:28]([CH3:32])[CH:27]=2)[CH:21]=1)=O)(C)(C)C>C1(C)C(C)=CC=CC=1>[F:1][C:2]1[C:7]([F:8])=[CH:6][C:5]2[NH:9][C:16](=[O:15])[CH2:17][C:18]([C:20]3[CH:25]=[CH:24][CH:23]=[C:22]([C:26]4[CH:31]=[CH:30][N:29]=[C:28]([CH3:32])[CH:27]=4)[CH:21]=3)=[N:10][C:4]=2[CH:3]=1. Starting materials: FC1=CC(=C(C=C1F)N)N (4,5-difluoro-1,2-phenylendiamine), C(C)(C)(C)OC(CC(=O)C1=CC(=CC=C1)C1=CC(=NC=C1)C)=O (3-[3-(2-methyl-pyridin-4-yl)-phenyl]-3-oxo-propionic acid tert-butyl ester). Product: FC1=CC2=C(NC(CC(=N2)C2=CC(=CC=C2)C2=CC(=NC=C2)C)=O)C=C1F (7,8-Difluoro-4-[3-(2-methyl-pyridin-4-yl)-phenyl]-1,3-dihydro-benzo[b][1,4]diazepin-2-one), solid. Isolated yield 77.0%. Procedure details: The title compound was prepared from commercially available 4,5-difluoro-1,2-phenylendiamine (400 mg, 2.78 mmol) and 3-[3-(2-methyl-pyridin-4-yl)-phenyl]-3-oxo-propionic acid tert-butyl ester (Example K12) (864 mg, 2.78 mmol) in xylene (15 ml) under reflux conditions for 1.5 h according to the general procedure M. Obtained as a light brown solid (780 mg, 77%). The reactants are [H-].[Al+3].[Li+].[H-].[H-].[H-] (lithium aluminum hydride), O1C(CCCC1)OC1=CC=C(C#N)C=C1 (4-(tetrahydropyran-2-yloxy)benzonitrile), O (water), [OH-].[Na+] (sodium hydroxide), O (water). Solvent: C1CCOC1 (THF), C1CCOC1 (THF). Yields the product O1C(CCCC1)OC1=CC=C(CN)C=C1 (4-(tetrahydropyran-2-yloxy)benzylamine). Reaction SMILES: [H-].[Al+3].[Li+].[H-].[H-].[H-].[O:7]1[CH2:12][CH2:11][CH2:10][CH2:9][CH:8]1[O:13][C:14]1[CH:21]=[CH:20][C:17]([C:18]#[N:19])=[CH:16][CH:15]=1.O.[OH-].[Na+]>C1COCC1>[O:7]1[CH2:12][CH2:11][CH2:10][CH2:9][CH:8]1[O:13][C:14]1[CH:15]=[CH:16][C:17]([CH2:18][NH2:19])=[CH:20][CH:21]=1 |f:0.1.2.3.4.5,8.9|. Procedure: To a solution of lithium aluminum hydride (2.66 g, 70 mmol) in THF (2.00 mL) was added dropwise under ice cooling a solution of 4-(tetrahydropyran-2-yloxy)benzonitrile in THF (70 mL). The resulting solution was then refluxed for 1 hour. The resulting reaction solution was again cooled with ice, and then to the solution was added dropwise, in order, water (2.66 mL), 1 N aqueous sodium hydroxide (2.66 mL) and water (7.98 mL). Insoluble matter was removed by filtration. The filtrate was concentrate... Starting materials: ClC1=CC=C(C=C1)C1(N=C(N(C1(C)C1=CC=C(C=C1)Cl)C(=O)Cl)C1=C(C=C(C=C1)C(C)(C)C#N)OCC)C (rac-(4S*,5R*)-4,5-bis-(4-chloro-phenyl)-2-[4-(cyano-dimethyl-methyl)-2-ethoxy-phenyl]-4,5-dimethyl-4,5-dihydro-imidazole-1-carbonyl chloride), Cl.Cl.N1(CCNCC1)CCNS(=O)(=O)C (N-(2-piperazin-1-yl-ethyl)-methanesulfonamide dihydrochloride). Yields the product ClC1=CC=C(C=C1)[C@@]1(N=C(N([C@]1(C)C1=CC=C(C=C1)Cl)C(=O)N1CCN(CC1)CCNS(=O)(=O)C)C1=C(C=C(C=C1)C(C)(C)C#N)OCC)C (N-[2-(4-{(4S,5R)-4,5-Bis-(4-chloro-phenyl)-2-[4-(cyano-dimethyl-methyl)-2-ethoxy-phenyl]-4,5-dimethyl-4,5-dihydro-imidazole-1-carbonyl}-piperazin-1-yl)-ethyl]-methanesulfonamide). RXN SMILES: [Cl:1][C:2]1[CH:7]=[CH:6][C:5]([C:8]2([CH3:38])[C:12]([C:14]3[CH:19]=[CH:18][C:17]([Cl:20])=[CH:16][CH:15]=3)([CH3:13])[N:11]([C:21](Cl)=[O:22])[C:10]([C:24]3[CH:29]=[CH:28][C:27]([C:30]([C:33]#[N:34])([CH3:32])[CH3:31])=[CH:26][C:25]=3[O:35][CH2:36][CH3:37])=[N:9]2)=[CH:4][CH:3]=1.Cl.Cl.[N:41]1([CH2:47][CH2:48][NH:49][S:50]([CH3:53])(=[O:52])=[O:51])[CH2:46][CH2:45][NH:44][CH2:43][CH2:42]1>>[Cl:1][C:2]1[CH:7]=[CH:6][C:5]([C@@:8]2([CH3:38])[C@:12]([C:14]3[CH:15]=[CH:16][C:17]([Cl:20])=[CH:18][CH:19]=3)([CH3:13])[N:11]([C:21]([N:44]3[CH2:45][CH2:46][N:41]([CH2:47][CH2:48][NH:49][S:50]([CH3:53])(=[O:52])=[O:51])[CH2:42][CH2:43]3)=[O:22])[C:10]([C:24]3[CH:29]=[CH:28][C:27]([C:30]([C:33]#[N:34])([CH3:32])[CH3:31])=[CH:26][C:25]=3[O:35][CH2:36][CH3:37])=[N:9]2)=[CH:4][CH:3]=1 |f:1.2.3|. Procedure: In a manner analogous to the method described in example 5, rac-(4S*,5R*)-4,5-bis-(4-chloro-phenyl)-2-[4-(cyano-dimethyl-methyl)-2-ethoxy-phenyl]-4,5-dimethyl-4,5-dihydro-imidazole-1-carbonyl chloride was reacted with N-(2-piperazin-1-yl-ethyl)-methanesulfonamide dihydrochloride (prepared as described in Fotouhi, N. et al. WO 2005110996) to give the title compound as a racemic mixture. The enantiomers were then separated by supercritical fluid chromatography (Berger Instrument Multi-Gram II, Dai... Reactants: ClC(C(=O)C(Cl)(Cl)Cl)(Cl)Cl (hexachloroacetone), C1(=CC=CC2=CC=CC=C12)C(=O)NN (α-naphthoic acid hydrazide), resultant mixture. Run in C(C)#N (acetonitrile). Run at time 4 hour. The product is C1(=CC=CC2=CC=CC=C12)C(=O)NNC(C(Cl)(Cl)Cl)=O (N-α-naphthoyl-N'-trichloroacetylhydrazine). Yield: 88.2%. RXN SMILES: [Cl:1][C:2]([Cl:10])([Cl:9])[C:3](C(Cl)(Cl)Cl)=[O:4].[C:11]1([C:21]([NH:23][NH2:24])=[O:22])[C:20]2[C:15](=[CH:16][CH:17]=[CH:18][CH:19]=2)[CH:14]=[CH:13][CH:12]=1>C(#N)C>[C:11]1([C:21]([NH:23][NH:24][C:3](=[O:4])[C:2]([Cl:10])([Cl:9])[Cl:1])=[O:22])[C:20]2[C:15](=[CH:16][CH:17]=[CH:18][CH:19]=2)[CH:14]=[CH:13][CH:12]=1. Procedure details: To a mixture of 100 ml of acetonitrile and 14.6 g (0.055 mol) of hexachloroacetone was added 9.3 g of α-naphthoic acid hydrazide thus obtained and the resultant mixture was refluxed with stirring for 4 hours. The precipitates formed were recovered by filtration to provide 14.6 g (yield 88%) of N-α-naphthoyl-N'-trichloroacetylhydrazine. Starting materials: CCCC1CN2CCC1CC2[C@@H](OCOC)c3ccnc4ccc(OC)cc34 (substrate), Cc2ccc(B1OCC(C)(C)CO1)cc2 (effective_coupling_partner). Reagents/catalysts: ICy. Reaction conditions: temperature 120 celsius, time 12 hour. The product is CCCC1CN2CCC1CC2[C@@H](OCOC)c4ccnc5ccc(c3ccc(C)cc3)cc45. Starting materials: C(CCC)C1C(C2=CC=C(C=C2C1)OC)=O (2-butyl-5-methoxy-1-indanone), N12CCCCCC2=NCCC1 (1,8-diazabicyclo[5.4.0]undec-7-ene), C(=C)C(=O)CC (ethyl vinyl ketone). Conditions: time 16 hour. Procedure: A solution of crude 2-butyl-5-methoxy-1-indanone (218 mg, 1 mmol) in tetrahydrofuran (THF, 2 mL) was treated with 1,8-diazabicyclo[5.4.0]undec-7-ene (DBU, 0.030 mL, 0.2 mmol) and ethyl vinyl ketone (EVK, 0.200 mL, 2 mmol). The resulting solution was stirred under a nitrogen atmosphere at room temperature for 16 hours, followed by heating in an oil bath at 60° C. for 24 hours. Evaporation of the solvent under vacuum left a residue that was shown by NMR to be approximately a 1:1 mixture of startin... Yield: 27.8%. Run in O1CCCC1 (tetrahydrofuran). RXN SMILES: [CH2:1]([CH:5]1[CH2:13][C:12]2[C:7](=[CH:8][CH:9]=[C:10]([O:14][CH3:15])[CH:11]=2)[C:6]1=[O:16])[CH2:2][CH2:3][CH3:4].N12CCCN=C1CCCCC2.[CH:28]([C:30]([CH2:32][CH3:33])=[O:31])=[CH2:29]>O1CCCC1>[CH2:1]([C:5]1([CH2:29][CH2:28][C:30](=[O:31])[CH2:32][CH3:33])[CH2:13][C:12]2[C:7](=[CH:8][CH:9]=[C:10]([O:14][CH3:15])[CH:11]=2)[C:6]1=[O:16])[CH2:2][CH2:3][CH3:4]. Yields the product C(CCC)C1(C(C2=CC=C(C=C2C1)OC)=O)CCC(CC)=O (2-butyl-5-methoxy-2-(3-oxo-pentyl)-1-indanone). The reactants are CC(C)(C=1C=CC(=CC1)O)C=2C=CC(=CC2)O (BPA), C1(=CC=CC=C1)O (phenol), [OH-].[K+] (KOH), C1(=CC=CC=C1)OP(=O)(Cl)Cl (phenyldichlorophosphate), [Cl-].[Al+3].[Cl-].[Cl-] (aluminum chloride), 31P. Run in C(Cl)Cl (methylene chloride), CO (methanol), C(Cl)Cl (methylene chloride). Reaction conditions: temperature 120 celsius, time 4 hour. Yields the product CC(C)(C=1C=CC(=CC1)O)C=2C=CC(=CC2)O.P(=O)([O-])([O-])[O-] (BPA phosphate). As a reaction SMILES: [CH3:1][C:2]([C:11]1[CH:12]=[CH:13][C:14]([OH:17])=[CH:15][CH:16]=1)([C:4]1[CH:5]=[CH:6][C:7]([OH:10])=[CH:8][CH:9]=1)[CH3:3].C1([O:24][P:25](Cl)(Cl)=[O:26])C=CC=CC=1.[Cl-].[Al+3].[Cl-].[Cl-].[OH-:33].[K+].C1([OH:41])C=CC=CC=1>C(Cl)Cl.CO>[CH3:3][C:2]([C:4]1[CH:5]=[CH:6][C:7]([OH:10])=[CH:8][CH:9]=1)([C:11]1[CH:12]=[CH:13][C:14]([OH:17])=[CH:15][CH:16]=1)[CH3:1].[P:25]([O-:26])([O-:41])([O-:24])=[O:33] |f:2.3.4.5,6.7,11.12|. Procedure: 97.49 g (0.43 mol) of BPA, 100.00 g (0.47 mol) of phenyldichlorophosphate, and 0.89 g (6.66 mmol) of aluminum chloride were taken in a reaction kettle. The kettle was fitted with an overhead stirrer, a water condenser with nitrogen outlet and a nitrogen inlet. The nitrogen outlet was immersed in a beaker containing KOH solution to absorb the evolved HCl. The reaction mixture was stirred-at 90° C. for 2 h and further at 120° C. for 4 h. A sample of the reaction mixture was drawn and 31P NMR was d...